From a dataset of the Open Reaction Database (ORD), a public repository of structured organic reaction records. describe an organic reaction: reactants, conditions, products, and yield The reactants are COC=1C=C2CCC(=C(C2=CC1)OC1=CC=C(C=C1)OCCN1CCCCC1)C=O (6-methoxy-1-(4-(2-(piperidin-1-yl)ethoxy)phenoxy)-3,4-dihydronaphthalene-2-carbaldehyde), C1(O)=CC(O)=CC=C1 (resorcinol), C1CCOC1 (THF), Cl(=O)[O-].[Na+] (sodium chlorite). Run in C(C)(=O)O (acetic acid), C(C)O (ethanol), O (water). Conditions: temperature 25 celsius, time 5 minute. Product: COC=1C=C2CCC(=C(C2=CC1)OC1=CC=C(C=C1)OCCN1CCCCC1)C(=O)O (6-methoxy-1-(4-(2-(piperidin-1-yl)ethoxy)phenoxy)-3,4-dihydronaphthalene-2-carboxylic acid). The yield is 21.8%. Reaction SMILES: [CH3:1][O:2][C:3]1[CH:4]=[C:5]2[C:10](=[CH:11][CH:12]=1)[C:9]([O:13][C:14]1[CH:19]=[CH:18][C:17]([O:20][CH2:21][CH2:22][N:23]3[CH2:28][CH2:27][CH2:26][CH2:25][CH2:24]3)=[CH:16][CH:15]=1)=[C:8]([CH:29]=[O:30])[CH2:7][CH2:6]2.C1(C=CC=C(O)C=1)[OH:32].C1COCC1.Cl([O-])=O.[Na+]>O.C(O)(=O)C.C(O)C>[CH3:1][O:2][C:3]1[CH:4]=[C:5]2[C:10](=[CH:11][CH:12]=1)[C:9]([O:13][C:14]1[CH:19]=[CH:18][C:17]([O:20][CH2:21][CH2:22][N:23]3[CH2:24][CH2:25][CH2:26][CH2:27][CH2:28]3)=[CH:16][CH:15]=1)=[C:8]([C:29]([OH:32])=[O:30])[CH2:7][CH2:6]2 |f:3.4|. Reported procedure: To a round bottom flask, add 6-methoxy-1-(4-(2-(piperidin-1-yl)ethoxy)phenoxy)-3,4-dihydronaphthalene-2-carbaldehyde (3.0 g, 4.34 mmol), resorcinol (531 mg, 4.8 mmol), THF (8 mL), ethanol (8 mL) and acetic acid (0.9 mL). Stir the mixture at 25° C. for 5 min. Add slowly sodium chlorite (1.3 g, 11.2 mmol) in water (8 mL) to the reaction mixture. Stir the mixture at 80° C. for 2 hours. Quench the reaction mixture with ice-water. Add ethyl acetate to the vessel with stirring. Wash the mixture with d... Starting materials: C1CCOC1, O=C1CCc2ccccc2CN1, CI, [H-], [Na+]. Reaction SMILES: [CH2:17]1[O:18][CH2:19][CH2:20][CH2:21]1.[CH2:3]1[NH:4][C:5](=[O:14])[CH2:6][CH2:7][c:8]2[c:9]1[cH:10][cH:11][cH:12][cH:13]2.[CH3:15][I:16].[H-:1].[Na+:2]>>[CH2:3]1[N:4]([CH3:15])[C:5](=[O:14])[CH2:6][CH2:7][c:8]2[c:9]1[cH:10][cH:11][cH:12][cH:13]2. The product is CN1Cc2ccccc2CCC1=O. The reactants are C(C)OC1=CC=C(C=C1)C#C (1-ethoxy-4-ethynylbenzene), IC1=CC=C(CCNC(CC)=O)C=C1 (N-(4-iodophen-ethyl)propionamide). Reagents/catalysts: Cl[Pd]([P](C1=CC=CC=C1)(C2=CC=CC=C2)C3=CC=CC=C3)([P](C4=CC=CC=C4)(C5=CC=CC=C5)C6=CC=CC=C6)Cl (bis(triphenylphosphine)dichloro-palladium). The solvent is O (water), C(C)(CC)N (sec-butylamine). Yields the product C(C)OC1=CC=C(C=C1)C#CC1=CC=C(CCNC(CC)=O)C=C1 (N-(4-((4-Ethoxyphenyl)ethynyl)phenethyl)propionamide). RXN SMILES: [CH2:1]([O:3][C:4]1[CH:9]=[CH:8][C:7]([C:10]#[CH:11])=[CH:6][CH:5]=1)[CH3:2].I[C:13]1[CH:25]=[CH:24][C:16]([CH2:17][CH2:18][NH:19][C:20](=[O:23])[CH2:21][CH3:22])=[CH:15][CH:14]=1>O.C(N)(CC)C.Cl[Pd](Cl)([P](C1C=CC=CC=1)(C1C=CC=CC=1)C1C=CC=CC=1)[P](C1C=CC=CC=1)(C1C=CC=CC=1)C1C=CC=CC=1>[CH2:1]([O:3][C:4]1[CH:9]=[CH:8][C:7]([C:10]#[C:11][C:13]2[CH:25]=[CH:24][C:16]([CH2:17][CH2:18][NH:19][C:20](=[O:23])[CH2:21][CH3:22])=[CH:15][CH:14]=2)=[CH:6][CH:5]=1)[CH3:2] |^1:34,53|. Reported procedure: 150 mg (1.03 mmol) 1-ethoxy-4-ethynylbenzene, 327 mg (1.08 mmol) N-(4-iodophen-ethyl)propionamide (I47.2) and 36 mg (0.05 mmol) bis(triphenylphosphine)dichloro-palladium in 2.0 mL water and 1.5 mL sec-butylamine are stirred at r.t. over night and for additional 4 h at 30° C. The reaction mixture is partitioned between DCM and water. The solvent of the organic layer is evaporated in vacuo and the residue is purified by HPLC (MeOH/H2O/NH3). Reactants: ClN1C(NC2=C1C(=CC=C2)Cl)NC(C)C (3,4-Dichloro-2-(isopropylamino)-1H-benzimidazole), C(C)(=O)O[C@@H]1[C@@H](OC(C)=O)[C@@H](OC(C)=O)[C@@H](O1)COC(C)=O (1,2,3,5-tetra-O-acetyl-beta-L-ribofuranose), C/C(=N\[Si](C)(C)C)/O[Si](C)(C)C (N,O-bis(trimethylsilyl)acetamide), FC(S(=O)(=O)O[Si](C)(C)C)(F)F (trimethylsilyl trifluoromethanesulfonate). The solvent is ClCCCl (1,2-dichloroethane). The product is ClN1C(N(C2=C1C(=CC=C2)Cl)[C@@H]2[C@@H](OC(C)=O)[C@@H](OC(C)=O)[C@@H](O2)COC(C)=O)NC(C)C (3,4-Dichloro-2-(isopropylamino)-1-(2,3,5-tri-O-acetyl-beta-L-ribofuranosyl)-1H-benzimidazole). Yield: 56.4%. As a reaction SMILES: [Cl:1][N:2]1[C:6]2[C:7]([Cl:11])=[CH:8][CH:9]=[CH:10][C:5]=2[NH:4][CH:3]1[NH:12][CH:13]([CH3:15])[CH3:14].C/C(/O[Si](C)(C)C)=N\[Si](C)(C)C.FC(F)(F)S(O[Si](C)(C)C)(=O)=O.C(O[C@H:44]1[O:56][C@@H:55]([CH2:57][O:58][C:59](=[O:61])[CH3:60])[C@H:50]([O:51][C:52](=[O:54])[CH3:53])[C@@H:45]1[O:46][C:47](=[O:49])[CH3:48])(=O)C>ClCCCl>[Cl:1][N:2]1[C:6]2[C:7]([Cl:11])=[CH:8][CH:9]=[CH:10][C:5]=2[N:4]([C@H:44]2[O:56][C@@H:55]([CH2:57][O:58][C:59](=[O:61])[CH3:60])[C@H:50]([O:51][C:52](=[O:54])[CH3:53])[C@@H:45]2[O:46][C:47](=[O:49])[CH3:48])[CH:3]1[NH:12][CH:13]([CH3:15])[CH3:14]. Procedure: 3,4-Dichloro-2-(isopropylamino)-1H-benzimidazole (2.01 g, 7.31 mmol), N,O-bis(trimethylsilyl)acetamide (2.0 mL, 1.65 g, 8.09 mmol), trimethylsilyl trifluoromethanesulfonate (0.9 mL, 1.06 g, 4.50 mmol), 1,2,3,5-tetra-O-acetyl-beta-L-ribofuranose (3.03 g, 9.52 mmol) and 1,2-dichloroethane (35 mL) were used according to general procedure II. The product was purified by silica gel chromatography using 95:5 dichloromethane/acetonitrile to afford 2.08 g (56%) of a yellow foam. MS (EI): m/z 502.0 (M+H)... Run in C(C)(=O)OCC (ethyl acetate), O (water), CN(C)C=O (DMF). Yields the product OCCN1C(C=2C=C(C(=NC2C=C1)C1=CC=C(C=C1)CO)C1=CC=CC=C1)=O (6-(2-Hydroxyethyl)-2-[4-(hydroxymethyl)phenyl]-3-phenyl-1,6-naphthyridin-5(6H)-one). The reactants are C(C)(=O)OCC1=CC=C(C=C1)C1=NC=2C=CNC(C2C=C1C1=CC=CC=C1)=O (4-(5-oxo-3-phenyl-5,6-dihydro-1,6-naphthyridin-2-yl)benzyl acetate), BrCCO (2-bromoethanol), [H-].[Na+] (sodium hydride), oil, BrCCO (2-bromoethanol). Reaction conditions: time 24 hour. As a reaction SMILES: C([O:4][CH2:5][C:6]1[CH:11]=[CH:10][C:9]([C:12]2[C:21]([C:22]3[CH:27]=[CH:26][CH:25]=[CH:24][CH:23]=3)=[CH:20][C:19]3[C:18](=[O:28])[NH:17][CH:16]=[CH:15][C:14]=3[N:13]=2)=[CH:8][CH:7]=1)(=O)C.[H-].[Na+].Br[CH2:32][CH2:33][OH:34]>CN(C=O)C.C(OCC)(=O)C.O>[OH:34][CH2:33][CH2:32][N:17]1[CH:16]=[CH:15][C:14]2[N:13]=[C:12]([C:9]3[CH:8]=[CH:7][C:6]([CH2:5][OH:4])=[CH:11][CH:10]=3)[C:21]([C:22]3[CH:23]=[CH:24][CH:25]=[CH:26][CH:27]=3)=[CH:20][C:19]=2[C:18]1=[O:28] |f:1.2|. Procedure: To a solution of 4-(5-oxo-3-phenyl-5,6-dihydro-1,6-naphthyridin-2-yl)benzyl acetate (see preparation of 3-4 for this intermediate) (74 mg, 0.20 mmol) in dry DMF (1 mL) was added 60% sodium hydride in mineral oil (57 mg, 1.4 mmol). After 10 minutes 2-bromoethanol (50 μL, 0.71 mmol) was added to the reaction which was monitored over 24 hours by LC/MS. Two more portions of 2-bromoethanol were added during this period. The reaction was diluted with ethyl acetate and water. After stirring for 0.5 hou... Starting materials: N (NH3), C(C)(=O)C1=CC=C(C=C1)S(=O)(=O)Cl (4-acetyl-benzenesulfonyl chloride), Cl (HCl). Run in O (H2O), C1CCOC1 (THF). Conditions: time 1 hour. Yields the product C(C)(=O)C1=CC=C(C=C1)S(=O)(=O)N (4-Acetyl-benzenesulfonamide). Reaction SMILES: [C:1]([C:4]1[CH:9]=[CH:8][C:7]([S:10](Cl)(=[O:12])=[O:11])=[CH:6][CH:5]=1)(=[O:3])[CH3:2].[NH3:14].Cl>C1COCC1.O>[C:1]([C:4]1[CH:9]=[CH:8][C:7]([S:10]([NH2:14])(=[O:12])=[O:11])=[CH:6][CH:5]=1)(=[O:3])[CH3:2]. Procedure details: Commercially available 4-acetyl-benzenesulfonyl chloride (1.25 g, 5.7 mmol) was dissolved in THF (20 mL) and slowly added to a stirred solution of 25% NH3 in H2O (50 mL). The reaction mixture was stirred at it for 1 h. The reaction mixture was acidified using conc. HCl to pH=2. The white precipitation was collected by filtration, washed with H2O and dried in vacuo affording 975 mg of the title compound as off-white crystals. The reactants are C(C1=CC=CC=C1)(=O)O[C@@H]1[C@H](C[C@H](CC1)O[Si](C)(C)C(C)(C)C)C1=CC=NN1C ((1S*,2R*,4S*)-4-{[tert-butyl(dimethyl)silyl]oxy}-2-(1-methyl-1H-pyrazol-5-yl)cyclohexyl benzoate), C([O-])([O-])=O.[K+].[K+] (potassium carbonate), O (water). Solvent: CO (methanol). The product is [Si](C)(C)(C(C)(C)C)O[C@@H]1C[C@@H]([C@H](CC1)O)C1=CC=NN1C ((1S*,2R*,4S*)-4-{[Tert-butyl(dimethyl)silyl]oxy}-2-(1-methyl-1H-pyrazol-5-yl)cyclohexanol). Yield: 68.0%. RXN SMILES: C([O:9][C@H:10]1[CH2:15][CH2:14][C@H:13]([O:16][Si:17]([C:20]([CH3:23])([CH3:22])[CH3:21])([CH3:19])[CH3:18])[CH2:12][C@@H:11]1[C:24]1[N:28]([CH3:29])[N:27]=[CH:26][CH:25]=1)(=O)C1C=CC=CC=1.C(=O)([O-])[O-].[K+].[K+].O>CO>[Si:17]([O:16][C@H:13]1[CH2:14][CH2:15][C@H:10]([OH:9])[C@@H:11]([C:24]2[N:28]([CH3:29])[N:27]=[CH:26][CH:25]=2)[CH2:12]1)([C:20]([CH3:23])([CH3:21])[CH3:22])([CH3:18])[CH3:19] |f:1.2.3|. Procedure details: A solution of the (1S*,2R*,4S*)-4-{[tert-butyl(dimethyl)silyl]oxy}-2-(1-methyl-1H-pyrazol-5-yl)cyclohexyl benzoate (367 mg, 0.885 mmol) prepared in Example 162e and potassium carbonate (245 mg, 1.77 mmol) in methanol (5.0 mL) was stirred at room temperature for 3 hours. To the reaction solution, water (50 mL) was added, followed by extraction with ethyl acetate (50 mL). The thus obtained organic layer was washed twice with water (100 mL) and dried over anhydrous sodium sulfate. After vacuum conc...